Dataset: the Open Reaction Database (ORD), a public repository of structured organic reaction records. Task: describe an organic reaction: reactants, conditions, products, and yield The reactants are C(=O)C=1C=C(C=CC1)C(SCCC(=O)OC)SCCC(=O)OC (dimethyl 5-(3-formylphenyl)-4,6-dithianonanedioate), ClC1=CC=C2C=CC(=NC2=C1)C (7-chloroquinaldine). Run in C(C)(=O)OC(C)=O (acetic anhydride). The product is ClC1=CC=C2C=CC(=NC2=C1)C=CC=1C=C(C=CC1)C(SCCC(=O)OC)SCCC(=O)OC (dimethyl 5-(3-(2-(7-chloroquinolin-2-yl)ethenyl)phenyl)-4,6-dithianonanedioate). RXN SMILES: [CH:1]([C:3]1[CH:4]=[C:5]([CH:9]([S:17][CH2:18][CH2:19][C:20]([O:22][CH3:23])=[O:21])[S:10][CH2:11][CH2:12][C:13]([O:15][CH3:16])=[O:14])[CH:6]=[CH:7][CH:8]=1)=O.[Cl:24][C:25]1[CH:34]=[C:33]2[C:28]([CH:29]=[CH:30][C:31]([CH3:35])=[N:32]2)=[CH:27][CH:26]=1>C(OC(=O)C)(=O)C>[Cl:24][C:25]1[CH:34]=[C:33]2[C:28]([CH:29]=[CH:30][C:31]([CH:35]=[CH:1][C:3]3[CH:4]=[C:5]([CH:9]([S:17][CH2:18][CH2:19][C:20]([O:22][CH3:23])=[O:21])[S:10][CH2:11][CH2:12][C:13]([O:15][CH3:16])=[O:14])[CH:6]=[CH:7][CH:8]=3)=[N:32]2)=[CH:27][CH:26]=1. Reported procedure: A solution of aldehyde (Step 1) (5.2 g) and 7-chloroquinaldine were heated in 45 ml acetic anhydride for 48 hours. The reaction mixture was evaporated. Flash chromatography of the residue using 5% ethylacetate in hexane afforded the title compound. Starting materials: C[Al](C)C (trimethylaluminum), N1CCOCC1 (morpholine), COC(C1=CC(=CC=C1)COC1=CC(=CC=C1)C1=C(N=NC2=C(C=CC=C12)Cl)C1=CC=CC=C1)=O (3-[3-(8-chloro-3-phenyl-cinnolin-4-yl)-phenoxymethyl]-benzoic acid methyl ester). Run in C1(=CC=CC=C1)C (toluene), C1(=CC=CC=C1)C (toluene). Reaction conditions: temperature 60 celsius. Yields the product ClC=1C=CC=C2C(=C(N=NC12)C1=CC=CC=C1)C1=CC(=CC=C1)OCC1=CC(=CC=C1)C(=O)N1CCOCC1 (8-Chloro-4-(3-{[3-(morpholin-4-ylcarbonyl)benzyl]oxy}phenyl)-3-phenylcinnoline). As a reaction SMILES: C[Al](C)C.[NH:5]1[CH2:10][CH2:9][O:8][CH2:7][CH2:6]1.C[O:12][C:13](=O)[C:14]1[CH:19]=[CH:18][CH:17]=[C:16]([CH2:20][O:21][C:22]2[CH:27]=[CH:26][CH:25]=[C:24]([C:28]3[C:37]4[C:32](=[C:33]([Cl:38])[CH:34]=[CH:35][CH:36]=4)[N:31]=[N:30][C:29]=3[C:39]3[CH:44]=[CH:43][CH:42]=[CH:41][CH:40]=3)[CH:23]=2)[CH:15]=1>C1(C)C=CC=CC=1>[Cl:38][C:33]1[CH:34]=[CH:35][CH:36]=[C:37]2[C:32]=1[N:31]=[N:30][C:29]([C:39]1[CH:40]=[CH:41][CH:42]=[CH:43][CH:44]=1)=[C:28]2[C:24]1[CH:25]=[CH:26][CH:27]=[C:22]([O:21][CH2:20][C:16]2[CH:17]=[CH:18][CH:19]=[C:14]([C:13]([N:5]3[CH2:10][CH2:9][O:8][CH2:7][CH2:6]3)=[O:12])[CH:15]=2)[CH:23]=1. Reported procedure: A solution of trimethylaluminum (2 M solution in dichloromethane, 0.5 M) was added to a solution of morpholine (0.1 g) in 5 mL of toluene at room temperature. After 30 minutes 3-[3-(8-chloro-3-phenyl-cinnolin-4-yl)-phenoxymethyl]-benzoic acid methyl ester (50 mg) in 2 mL of toluene was added and the solution was heated to 60° C. for 15 hours. The reaction mixture was cooled to room temperature, quenched with diluted HCl and extracted with ethyl acetate. The combined organic extracts were washed ... Starting materials: C1CCOC1, OCC1CCCCC1, O=C(N=NC(=O)N1CCCCC1)N1CCCCC1, O, CCOC(=O)c1cccc(O)c1. Product: CCOC(=O)c1cccc(OCC2CCCCC2)c1. Reaction SMILES: [CH2:40]1[O:41][CH2:42][CH2:43][CH2:44]1.[CH:1]1([CH2:7][OH:8])[CH2:2][CH2:3][CH2:4][CH2:5][CH2:6]1.[N:21]([C:22]([N:23]1[CH2:24][CH2:25][CH2:26][CH2:27][CH2:28]1)=[O:29])=[N:30][C:31]([N:32]1[CH2:33][CH2:34][CH2:35][CH2:36][CH2:37]1)=[O:38].[OH2:39].[OH:9][c:10]1[cH:11][c:12]([C:13](=[O:14])[O:15][CH2:16][CH3:17])[cH:18][cH:19][cH:20]1>>[CH:1]1([CH2:7][O:8][c:10]2[cH:11][c:12]([C:13](=[O:14])[O:15][CH2:16][CH3:17])[cH:18][cH:19][cH:20]2)[CH2:2][CH2:3][CH2:4][CH2:5][CH2:6]1. Starting materials: ClC(COC(=O)N1[C@H]2[C@@H]3CCCC[C@@]3(C=3C=C(C=CC3C2)C(C)=O)CC1)(Cl)Cl ((-)-3-acetylmorphinan-17-carboxylic acid (trichloroethyl)ester). Reagents/catalysts: [Zn] (zinc). Run in C(C)(=O)O (acetic acid). Reaction conditions: time 16 hour. Yields the product C1=CC(=CC=2[C@@]34CCCC[C@H]3[C@@H](CC12)NCC4)C(C)=O ((-)-1-(morphinan-3-yl)ethanone). The yield is 68.8%. RXN SMILES: ClC(Cl)(Cl)COC([N:7]1[CH2:26][CH2:25][C@@:14]23[C:15]4[CH:16]=[C:17]([C:22](=[O:24])[CH3:23])[CH:18]=[CH:19][C:20]=4[CH2:21][C@@H:8]1[C@@H:9]2[CH2:10][CH2:11][CH2:12][CH2:13]3)=O>C(O)(=O)C.[Zn]>[CH:19]1[C:20]2[CH2:21][C@H:8]3[NH:7][CH2:26][CH2:25][C@:14]4([C@H:9]3[CH2:10][CH2:11][CH2:12][CH2:13]4)[C:15]=2[CH:16]=[C:17]([C:22](=[O:24])[CH3:23])[CH:18]=1. Procedure: To a solution of 2.4 g of (-)-3-acetylmorphinan-17-carboxylic acid (trichloroethyl)ester in 40 ml of 90% acetic acid was added portionwise, 2.5 g of zinc-dust. The mixture was stirred at room temperature for 16 hours and filtered. The filtrate was concentrated in vacuo and the residue was partitioned between 40 ml ether and dilute ammonium hydroxide. The ether solution was extracted with 60 ml of 4 N hydrochloric acid. The acidic solution was basified with concentrated ammonium hydroxide and ext... Reaction conditions: temperature 120 celsius, time 20 minute. Yield: 46.0%. Run in C(C)O (ethanol). Product: CN(C=NC1=NC=CC=C1O[C@H]1[C@H](OC(C)=O)[C@@H](OC(C)=O)[C@H](OC(C)=O)CS1)C (N,N-dimethyl-N′-[3-[(2,3,4-tri-O-acetyl-5-thio-β-D-xylopyranosyl)oxy]-2-pyridinyl]-methanimidamide). Procedure: 0.31 g (2.6 mM) of 1,1-dimethoxy-N,N-dimethylethanamine (N,N-dimethylformamide dimethylacetal) is added to a solution of 1 g (2.6 mM) of 2-amino-3-pyridinyl 2,3,4-tri-O-acetyl-5-thio-β-D-xylopyranoside (Preparation 1) in 10 ml of ethanol. The mixture is heated, in a microwave-compatible container, with stirring at 120° C. for 20 minutes in a microwave oven. The reaction mixture is subsequently concentrated under reduced pressure. The residue obtained is purified by silica gel chromatography, elu... The reactants are COC(C)(N(C)C)OC (1,1-dimethoxy-N,N-dimethylethanamine), C(C)(=O)O[C@H]1[C@H](OC=2C(=NC=CC2)N)SC[C@H]([C@@H]1OC(C)=O)OC(C)=O (2-amino-3-pyridinyl 2,3,4-tri-O-acetyl-5-thio-β-D-xylopyranoside). Reaction SMILES: CO[C:3](OC)([N:5]([CH3:7])[CH3:6])C.[C:10]([O:13][C@@H:14]1[C@@H:27]([O:28][C:29](=[O:31])[CH3:30])[C@H:26]([O:32][C:33](=[O:35])[CH3:34])[CH2:25][S:24][C@H:15]1[O:16][C:17]1[C:18]([NH2:23])=[N:19][CH:20]=[CH:21][CH:22]=1)(=[O:12])[CH3:11]>C(O)C>[CH3:3][N:5]([CH3:7])[CH:6]=[N:23][C:18]1[C:17]([O:16][C@@H:15]2[S:24][CH2:25][C@@H:26]([O:32][C:33](=[O:35])[CH3:34])[C@H:27]([O:28][C:29](=[O:31])[CH3:30])[C@H:14]2[O:13][C:10](=[O:12])[CH3:11])=[CH:22][CH:21]=[CH:20][N:19]=1. Starting materials: OC1=CC=C(C=C1)O (p-dihydroxybenzene), C([O-])([O-])=O.[K+].[K+] (potassium carbonate), ClC1=NC=C(C=C1Cl)C(F)(F)F (2,3-dichloro-5-(trifluoromethyl)pyridine). Solvent: CC(CC)=O (2-butanone), CC(CC)=O (2-butanone). The product is ClC=1C(=NC=C(C1)C(F)(F)F)OC1=CC=C(C=C1)O (4-(3-chloro-5-(trifluoromethyl)pyridin-2-yloxy)phenol). The yield is 86.0%. RXN SMILES: [OH:1][C:2]1[CH:7]=[CH:6][C:5]([OH:8])=[CH:4][CH:3]=1.C(=O)([O-])[O-].[K+].[K+].Cl[C:16]1[C:21]([Cl:22])=[CH:20][C:19]([C:23]([F:26])([F:25])[F:24])=[CH:18][N:17]=1>CC(=O)CC>[Cl:22][C:21]1[C:16]([O:1][C:2]2[CH:7]=[CH:6][C:5]([OH:8])=[CH:4][CH:3]=2)=[N:17][CH:18]=[C:19]([C:23]([F:25])([F:24])[F:26])[CH:20]=1 |f:1.2.3|. Reported procedure: p-dihydroxybenzene 12.1 g (0.11 mol), anhydrous potassium carbonate 15.2 g (0.11 mol) were added to 500 mL of three-necked flask with 2-butanone (200 mL) in sequence, the reaction mixture was then heated to reflux, forming milky white turbid liquid, a solution of 2,3-dichloro-5-(trifluoromethyl)pyridine 21.6 g (0.1 mol) in 2-butanone (50 mL) was added dropwise to the above solution, after completion of addition for 15 min, then the mixture was refluxed for another 3 h. The reaction was monitored... The reactants are S(=O)(=O)(Cl)Cl (sulfuryl chloride), COC(CCC(C1=CC=C(C=C1)C)=O)=O (3-(4-methylbenzoyl)propionic methyl ester), [OH-].[Na+] (sodium hydroxide). The solvent is C(Cl)Cl (methylene chloride), C(Cl)Cl (methylene chloride), CO (methanol). Conditions: temperature 0 celsius, time 8 hour. Yields the product COC(CC(C(C1=CC=C(C=C1)C)=O)Cl)=O (β-Chloro-4-methyl-γ-oxobenzenbutanoic acid methyl ester). RXN SMILES: [CH3:1][O:2][C:3](=[O:15])[CH2:4][CH2:5][C:6](=[O:14])[C:7]1[CH:12]=[CH:11][C:10]([CH3:13])=[CH:9][CH:8]=1.S(Cl)([Cl:19])(=O)=O.[OH-].[Na+]>C(Cl)Cl.CO>[CH3:1][O:2][C:3](=[O:15])[CH2:4][CH:5]([Cl:19])[C:6](=[O:14])[C:7]1[CH:8]=[CH:9][C:10]([CH3:13])=[CH:11][CH:12]=1 |f:2.3|. Reported procedure: A stirred solution of 152.6 g (0.74 mole) of 3-(4-methylbenzoyl)propionic methyl ester in 225 mL of methylene chloride was cooled to -5° C. in methanol:ice bath. A solution of 109.9 g (66 mL, 0.81 mole) of sulfuryl chloride (97%) in 65 mL of methylene chloride was added dropwise at a rate which maintained the temperature at 0° C. The reaction mixture was allowed to warm to ambient temperature and stirred overnight. The reaction mixture was cooled to 0° C. in an ice bath and treated with 3N sodiu... Reactants: Cl (Hydrochloric acid), C(CCC)N(CCCNC(=O)OCC1=C(C=CC=C1)N(C=O)CCCCCCCCCCCCCCCCCC)CCCC ([2-[[N-[3-(dibutylamino)propyl]carbamoyloxy]methyl]phenyl]-N-octadecylformamide). Run in C(C)(=O)OCC (ethyl acetate), C(C)(=O)OCC (ethyl acetate). Run at time 30 minute. Product: Cl.C(CCC)N(CCCNC(=O)OCC1=C(C=CC=C1)N(C=O)CCCCCCCCCCCCCCCCCC)CCCC ([2-[[N-[3-(Dibutylamino)propyl]carbamoyloxy]methyl]phenyl]-N-octadecylformamide hydrochloride). RXN SMILES: [ClH:1].[CH2:2]([N:6]([CH2:42][CH2:43][CH2:44][CH3:45])[CH2:7][CH2:8][CH2:9][NH:10][C:11]([O:13][CH2:14][C:15]1[CH:20]=[CH:19][CH:18]=[CH:17][C:16]=1[N:21]([CH2:24][CH2:25][CH2:26][CH2:27][CH2:28][CH2:29][CH2:30][CH2:31][CH2:32][CH2:33][CH2:34][CH2:35][CH2:36][CH2:37][CH2:38][CH2:39][CH2:40][CH3:41])[CH:22]=[O:23])=[O:12])[CH2:3][CH2:4][CH3:5]>C(OCC)(=O)C>[ClH:1].[CH2:42]([N:6]([CH2:2][CH2:3][CH2:4][CH3:5])[CH2:7][CH2:8][CH2:9][NH:10][C:11]([O:13][CH2:14][C:15]1[CH:20]=[CH:19][CH:18]=[CH:17][C:16]=1[N:21]([CH2:24][CH2:25][CH2:26][CH2:27][CH2:28][CH2:29][CH2:30][CH2:31][CH2:32][CH2:33][CH2:34][CH2:35][CH2:36][CH2:37][CH2:38][CH2:39][CH2:40][CH3:41])[CH:22]=[O:23])=[O:12])[CH2:43][CH2:44][CH3:45] |f:3.4|. Procedure: 4N Hydrochloric acid--ethyl acetate solution (1.36 ml) was added to a solution of [2-[[N-[3-(dibutylamino)propyl]carbamoyloxy]methyl]phenyl]-N-octadecylformamide (2.60 g) in ethyl acetate (26 ml) while being cooled with ice. After being stirred for 30 minutes, the reaction mixture was concentrated, thereby yielding 2.75 g of the aimed compound as white solid. Conditions: time 48 hour. Procedure: 10 g of furfurylmercaptan and 15 g of 3-penten-2-one were dissolved in 100 ml of ethanol. The solution was stirred at room temperature for 48 hours. The solvent was then distilled off in vacuo at 50° C. The residue (18 g) was purified by preparative high pressure liquid chromatography (HPLC). 9 g of 4-[(furylmethyl)thio]-2-pentanone (purity 95%) were obtained. The IR, NMR and mass spectra of the compound agree with the structure described for it. Yields the product O1C(=CC=C1)CSC(CC(C)=O)C (4-[(furylmethyl)thio]-2-pentanone). Starting materials: C(C1=CC=CO1)S (furfurylmercaptan), CC(C=CC)=O (3-penten-2-one). Reaction SMILES: [CH2:1]([SH:7])[C:2]1[O:6][CH:5]=[CH:4][CH:3]=1.[CH3:8][C:9](=[O:13])[CH:10]=[CH:11][CH3:12]>C(O)C>[O:6]1[CH:5]=[CH:4][CH:3]=[C:2]1[CH2:1][S:7][CH:11]([CH3:12])[CH2:10][C:9](=[O:13])[CH3:8]. Solvent: C(C)O (ethanol). Yield: 51.8%. Run at temperature 310 celsius. Reaction SMILES: [C:1]1([C:11]2[CH:16]=[CH:15][C:14](S([O-])(=O)=O)=[CH:13][CH:12]=2)[CH:6]=[CH:5][C:4](S([O-])(=O)=O)=[CH:3][CH:2]=1.[K+].[K+].[OH-:23].[K+].[OH2:25]>>[C:4]1([OH:25])[CH:5]=[CH:6][C:1]([C:11]2[CH:16]=[CH:15][C:14]([OH:23])=[CH:13][CH:12]=2)=[CH:2][CH:3]=1 |f:0.1.2,3.4|. Starting materials: C1(=CC=C(C=C1)S(=O)(=O)[O-])C1=CC=C(C=C1)S(=O)(=O)[O-].[K+].[K+] (Dipotassium 4,4'-biphenyldisulfonate), aqueous solution, [OH-].[K+] (potassium hydroxide), hydrogenated triphenyl, O (water). Yield: 95.6%. Procedure: Dipotassium 4,4'-biphenyldisulfonate (195 g) was added to 448 g of a 50% aqueous solution of potassium hydroxide, and the mixture was stirred. Then, 1680 g of a hydrogenated triphenyl mixture was mixed. The mixture was heated to 310° C. in an atmosphere of nitrogen, and with stirring, it was dehydrated. Thereafter, the mixture was stirred at 310° C. for 3 hours. After cooling, 1 liter of water was added to the reaction mixture to separate the triphenyl hydrogenated layer. The water layer was dec... The product is C1(=CC=C(C=C1)C1=CC=C(C=C1)O)O (4,4'-biphenol).